describe an organic reaction: reactants, conditions, products, and yield From a dataset of the Open Reaction Database (ORD), a public repository of structured organic reaction records. Starting materials: FC1(OC2=C(O1)C=CC(=C2)C=O)F (2,2-difluoro-1,3-benzodioxole-5-carbaldehyde), FC(C=1C=C(C=CC1)CCN)(F)F (2-(3-trifluoromethylphenyl)-ethylamine), [BH4-].[Na+] (sodium borohydride). Yields the product FC1(OC2=C(O1)C=CC(=C2)CNCCC2=CC(=CC=C2)C(F)(F)F)F ((2,2-difluoro-benzo[1,3]dioxol-5-ylmethyl)-[2-(3-trifluoromethyl-phenyl)-ethyl]-amine). As a reaction SMILES: [F:1][C:2]1([F:13])[O:6][C:5]2[CH:7]=[CH:8][C:9]([CH:11]=O)=[CH:10][C:4]=2[O:3]1.[F:14][C:15]([F:26])([F:25])[C:16]1[CH:17]=[C:18]([CH2:22][CH2:23][NH2:24])[CH:19]=[CH:20][CH:21]=1.[BH4-].[Na+]>>[F:1][C:2]1([F:13])[O:6][C:5]2[CH:7]=[CH:8][C:9]([CH2:11][NH:24][CH2:23][CH2:22][C:18]3[CH:19]=[CH:20][CH:21]=[C:16]([C:15]([F:14])([F:25])[F:26])[CH:17]=3)=[CH:10][C:4]=2[O:3]1 |f:2.3|. Reported procedure: (2,2-difluoro-benzo[1,3]dioxol-5-ylmethyl)-[2-(3-trifluoromethyl-phenyl)-ethyl]-amine was synthesized in analogy to the above procedure using 100 mg of 2,2-difluoro-1,3-benzodioxole-5-carbaldehyde (0.54 mmol), 102 mg of 2-(3-trifluoromethylphenyl)-ethylamine (0.54 mmol) and 31 mg of sodium borohydride (0.81 mmol). The isolated colorless semisolid (110 mg, 57%) was used in the following step without further purification. MS (ISP) 360.0 (M+H)+. The reactants are CCN=C=NCCCN(C)C, CCN(C(C)C)C(C)C, ClCCl, O=C(O)C12CC1CN(c1ccc(F)cc1)C2=O, Nc1ccc(Oc2ccnc3cc(-c4ccc(C(=O)N5CCOCC5)cc4)sc23)c(F)c1, On1nnc2ccccc21. Yields the product O=C(c1ccc(-c2cc3nccc(Oc4ccc(NC(=O)C56CC5CN(c5ccc(F)cc5)C6=O)cc4F)c3s2)cc1)N1CCOCC1. As a reaction SMILES: [CH3:28][CH2:29][N:30]=[C:31]=[N:32][CH2:33][CH2:34][CH2:35][N:36]([CH3:37])[CH3:38].[CH:39]([N:40]([CH2:41][CH3:42])[CH:43]([CH3:44])[CH3:45])([CH3:46])[CH3:47].[Cl:80][CH2:81][Cl:82].[F:1][c:2]1[cH:3][cH:4][c:5]([N:8]2[C:9](=[O:17])[C:10]3([C:14](=[O:15])[OH:16])[CH2:11][CH:12]3[CH2:13]2)[cH:6][cH:7]1.[NH2:48][c:49]1[cH:50][c:51]([F:79])[c:52]([O:53][c:54]2[c:55]3[c:56]([n:57][cH:58][cH:59]2)[cH:60][c:61](-[c:63]2[cH:64][cH:65][c:66]([C:69](=[O:70])[N:71]4[CH2:72][CH2:73][O:74][CH2:75][CH2:76]4)[cH:67][cH:68]2)[s:62]3)[cH:77][cH:78]1.[OH:18][n:19]1[c:20]2[c:21]([cH:22][cH:23][cH:24][cH:25]2)[n:26][n:27]1>>[F:1][c:2]1[cH:3][cH:4][c:5]([N:8]2[C:9](=[O:17])[C:10]3([C:14](=[O:16])[NH:48][c:49]4[cH:50][c:51]([F:79])[c:52]([O:53][c:54]5[c:55]6[c:56]([n:57][cH:58][cH:59]5)[cH:60][c:61](-[c:63]5[cH:64][cH:65][c:66]([C:69](=[O:70])[N:71]7[CH2:72][CH2:73][O:74][CH2:75][CH2:76]7)[cH:67][cH:68]5)[s:62]6)[cH:77][cH:78]4)[CH2:11][CH:12]3[CH2:13]2)[cH:6][cH:7]1. Reactants: BrC1=CC=CC2=NSN=C21 (4-Bromobenzo[c][1,2,5]thiadiazole), C(C)(C)NC(C)C (diisopropylamine), C[Si](C)(C)C#C ((trimethylsilyl)acetylene). Reagents/catalysts: C=1C=CC(=CC1)[P](C=2C=CC=CC2)(C=3C=CC=CC3)[Pd]([P](C=4C=CC=CC4)(C=5C=CC=CC5)C=6C=CC=CC6)([P](C=7C=CC=CC7)(C=8C=CC=CC8)C=9C=CC=CC9)[P](C=1C=CC=CC1)(C=1C=CC=CC1)C=1C=CC=CC1 (Pd(PPh3)4), [Cu]I (CuI). The solvent is C1CCOC1 (THF). Reaction conditions: temperature 45 celsius, time 20 hour. The product is C[Si](C)(C)C#CC1=CC=CC2=NSN=C21 (4-(Trimethylsilyl)ethynylbenzo[c][1,2,5]thiadiazole). Reaction SMILES: Br[C:2]1[C:10]2[C:6](=[N:7][S:8][N:9]=2)[CH:5]=[CH:4][CH:3]=1.C(NC(C)C)(C)C.[CH3:18][Si:19]([C:22]#[CH:23])([CH3:21])[CH3:20]>C1C=CC([P]([Pd]([P](C2C=CC=CC=2)(C2C=CC=CC=2)C2C=CC=CC=2)([P](C2C=CC=CC=2)(C2C=CC=CC=2)C2C=CC=CC=2)[P](C2C=CC=CC=2)(C2C=CC=CC=2)C2C=CC=CC=2)(C2C=CC=CC=2)C2C=CC=CC=2)=CC=1.[Cu]I.C1COCC1>[CH3:18][Si:19]([C:22]#[C:23][C:2]1[C:10]2[C:6](=[N:7][S:8][N:9]=2)[CH:5]=[CH:4][CH:3]=1)([CH3:21])[CH3:20] |^1:27,29,48,67|. Procedure details: 4-Bromobenzo[c][1,2,5]thiadiazole (0.378 g, 1.76×10−3 mol), Pd(PPh3)4 (0.125 g, 1.68×10−4 mol), CuI (0.014 g, 7.4×10−5 mol), THF (20 ml), diisopropylamine (1.00 ml), and (trimethylsilyl)acetylene (1.00 ml, 7.1×10−3 mol) were added to a 50-ml Schlenk tube. N2 was bubbled through the mixture for 5 min, following which the reaction was stirred at 45° C. for 20 h. After cooling, the solvent was evaporated and the residue was chromatographed on silica gel using 1:1 hexanes:CHCl3 as the eluent. Yield=... Conditions: time 20 minute. Reported procedure: Concentrated hydrochloric acid (0.85 ml) is added dropwise to a solution of 899 mg of (3R,5S)-1-allyloxycarbonyl-3-t-butyldimethylsilyloxy-5-[1-hydroxy-1-(imidazo[5,1-b]thiazol-2-yl)methyl]pyrrolidine in 20 ml of dry acetonitrile under ice cooling, and the mixture is stirred at that temperature for 20 min. The reaction solution is diluted with 50 ml of ethyl acetate, water is added thereto, and the mixture is rendered weakly alkaline by addition of a saturated aqueous sodium hydrogencarbonate so... Reaction SMILES: Cl.[CH2:2]([O:5][C:6]([N:8]1[C@H:12]([CH:13]([OH:22])[C:14]2[S:18][C:17]3=[CH:19][N:20]=[CH:21][N:16]3[CH:15]=2)[CH2:11][C@@H:10]([O:23][Si](C(C)(C)C)(C)C)[CH2:9]1)=[O:7])[CH:3]=[CH2:4].C(=O)([O-])O.[Na+]>C(#N)C.C(OCC)(=O)C.O>[CH2:2]([O:5][C:6]([N:8]1[C@H:12]([CH:13]([OH:22])[C:14]2[S:18][C:17]3=[CH:19][N:20]=[CH:21][N:16]3[CH:15]=2)[CH2:11][C@@H:10]([OH:23])[CH2:9]1)=[O:7])[CH:3]=[CH2:4] |f:2.3|. Product: C(C=C)OC(=O)N1C[C@@H](C[C@H]1C(C1=CN2C(S1)=CN=C2)O)O ((3R,5S)-1-allyloxycarbonyl-3-hydroxy-5-[1-hydroxy-1-(imidazo[5,1-b]thiazol-2-yl)methyl]pyrrolidine). Solvent: C(C)(=O)OCC (ethyl acetate), O (water), C(C)#N (acetonitrile). The reactants are Cl (hydrochloric acid), C(C=C)OC(=O)N1C[C@@H](C[C@H]1C(C1=CN2C(S1)=CN=C2)O)O[Si](C)(C)C(C)(C)C ((3R,5S)-1-allyloxycarbonyl-3-t-butyldimethylsilyloxy-5-[1-hydroxy-1-(imidazo[5,1-b]thiazol-2-yl)methyl]pyrrolidine), C(O)([O-])=O.[Na+] (sodium hydrogencarbonate). Starting materials: B, CCN(CC)c1ccccc1, CO, CC(C)c1cc2c(c(-c3ccc(F)cc3)c1C(=O)c1ccc(OC(F)(F)F)cc1)C(=O)CC(C)(C)O2, NC1c2ccccc2CC1O, C1CCOC1. The product is CC(C)c1cc2c(c(-c3ccc(F)cc3)c1C(=O)c1ccc(OC(F)(F)F)cc1)C(O)CC(C)(C)O2. As a reaction SMILES: [BH3:12].[CH2:1]([N:2]([CH2:3][CH3:4])[c:5]1[cH:6][cH:7][cH:8][cH:9][cH:10]1)[CH3:11].[CH3:60][OH:61].[F:24][c:25]1[cH:26][cH:27][c:28](-[c:31]2[c:32]3[c:37]([cH:38][c:39]([CH:54]([CH3:55])[CH3:56])[c:40]2[C:41]([c:42]2[cH:43][cH:44][c:45]([O:48][C:49]([F:50])([F:51])[F:52])[cH:46][cH:47]2)=[O:53])[O:36][C:35]([CH3:57])([CH3:58])[CH2:34][C:33]3=[O:59])[cH:29][cH:30]1.[NH2:13][CH:14]1[c:15]2[c:16]([cH:17][cH:18][cH:19][cH:20]2)[CH2:21][CH:22]1[OH:23].[O:62]1[CH2:63][CH2:64][CH2:65][CH2:66]1>>[F:24][c:25]1[cH:26][cH:27][c:28](-[c:31]2[c:32]3[c:37]([cH:38][c:39]([CH:54]([CH3:55])[CH3:56])[c:40]2[C:41]([c:42]2[cH:43][cH:44][c:45]([O:48][C:49]([F:50])([F:51])[F:52])[cH:46][cH:47]2)=[O:53])[O:36][C:35]([CH3:57])([CH3:58])[CH2:34][CH:33]3[OH:59])[cH:29][cH:30]1. Reaction conditions: time 8 hour. As a reaction SMILES: C(=O)([O-])[O-].[K+].[K+].F[C:8]1[CH:13]=[CH:12][C:11]([N+:14]([O-:16])=[O:15])=[CH:10][CH:9]=1.[OH:17][C:18]1[CH:22]=[C:21]([CH3:23])[NH:20][N:19]=1.Cl>CN(C=O)C>[CH3:23][C:21]1[NH:20][N:19]=[C:18]([O:17][C:8]2[CH:13]=[CH:12][C:11]([N+:14]([O-:16])=[O:15])=[CH:10][CH:9]=2)[CH:22]=1 |f:0.1.2|. Procedure: Potassium carbonate (0.5 g, 3.6 mmol) and 4-fluoronitrobenzene (1.6 g, 1.0 mmol) were added to a solution of 3-hydroxy-5-methylpyrazole (0.33 g, 3.4 mmol) in DMF (50 ml) at room temperature, and further, the mixture was stirred at room temperature for 8 hours. After completion of the reaction, the reaction mixture was poured into 2N hydrochloric acid (100 ml) and extracted with ethyl acetate (30 ml×3). An organic layer was washed with water, dried over anhydrous magnesium sulfate and filtered to... Product: CC1=CC(=NN1)OC1=CC=C(C=C1)[N+](=O)[O-] (5-methyl-3-(4-nitrophenyloxy)pyrazole). Reactants: Cl (hydrochloric acid), C([O-])([O-])=O.[K+].[K+] (Potassium carbonate), FC1=CC=C(C=C1)[N+](=O)[O-] (4-fluoronitrobenzene), OC1=NNC(=C1)C (3-hydroxy-5-methylpyrazole). The yield is 182.5%. Solvent: CN(C)C=O (DMF). Reactants: CCOCC (ether), C(C1=CC=CC=C1)OC(NCC(C)(C)N1N=C(C=2C1=NC=NC2N)C2=CC=CC=C2)=O ([2-(4-Amino-3-phenyl-pyrazolo[3,4-d]pyrimidin-1-yl)-2-methyl-propyl]-carbamic acid benzyl ester), solution, Br (HBr). Run in C(C)(=O)O (acetic acid). Conditions: time 1 hour. Yields the product Br.NCC(C)(C)N1N=C(C=2C1=NC=NC2N)C2=CC=CC=C2 (1-(2-Amino-1,1-dimethyl-ethyl)-3-phenyl-1H-pyrazolo[3,4-d]pyrimidin-4-ylamine hydrobromide). RXN SMILES: C(OC(=O)[NH:10][CH2:11][C:12]([N:15]1[C:19]2=[N:20][CH:21]=[N:22][C:23]([NH2:24])=[C:18]2[C:17]([C:25]2[CH:30]=[CH:29][CH:28]=[CH:27][CH:26]=2)=[N:16]1)([CH3:14])[CH3:13])C1C=CC=CC=1.[BrH:32].CCOCC>C(O)(=O)C>[BrH:32].[NH2:10][CH2:11][C:12]([N:15]1[C:19]2=[N:20][CH:21]=[N:22][C:23]([NH2:24])=[C:18]2[C:17]([C:25]2[CH:30]=[CH:29][CH:28]=[CH:27][CH:26]=2)=[N:16]1)([CH3:14])[CH3:13] |f:4.5|. Procedure: Compound 1D (85 mg, 0.2 mmol) was treated with 1 mL of 33% solution of HBr in glacial acetic acid. The reaction was stirred at room temperature for 1 hour. Dry ether was then added to the mixture leading to the formation of a precipitate. It was collected by filtration, rinsed thoroughly with Et2O and dried. 50 mg of the compound were redissolved in 50 mL of water and freeze dried for two days. A white solid was obtained. 1H NMR (ppm, DMSO-d6): δ 1.73 (s, 6H), 2.34 (s, 3H), 3.59 (br q, J=5.67 Hz...